From a dataset of the Open Reaction Database (ORD), a public repository of structured organic reaction records. describe an organic reaction: reactants, conditions, products, and yield Starting materials: C(C1=CC=CC=C1)(C1=CC=CC=C1)(C1=CC=CC=C1)ON=C(C(=O)O)C=1N=C(SC1)NC(C1=CC=CC=C1)(C1=CC=CC=C1)C1=CC=CC=C1 (2-trityloxyimino-2-(2-tritylamino-1,3-thiazol-4-yl)acetic acid), P(=O)(Cl)(Cl)Cl (phosphorus oxychloride), NC1[C@@H]2N(C(=C(CS2)CSC2=NN=NN2CC(=O)O)C(=O)O)C1=O (7-amino-3-(1-carboxymethyl-1H-tetrazol-5-yl)thiomethyl-3-cephem-4-carboxylic acid), C[Si](C)(C)CC(=O)N (trimethylsilylacetamide), C[Si](C)(C)C(C(=O)N)[Si](C)(C)C (bis(trimethylsilyl)acetamide). The solvent is O (Water), C(Cl)Cl (methylene chloride), C(C)(=O)OCC (ethyl acetate), CN(C=O)C (dimethylformamide), C(C)(=O)OCC (ethyl acetate). Reaction conditions: temperature -3 celsius. Product: C[N+](=CCl)C.[Cl-] (Vilsmeier reagent), C(C1=CC=CC=C1)(C1=CC=CC=C1)(C1=CC=CC=C1)ON=C(C(=O)NC1[C@@H]2N(C(=C(CS2)CSC2=NN=NN2CC(=O)O)C(=O)O)C1=O)C=1N=C(SC1)NC(C1=CC=CC=C1)(C1=CC=CC=C1)C1=CC=CC=C1 (7-[2-trityloxyimino-2-(2-tritylamino-1,3-thiazol-4-yl)acetamido]-3-(1-carboxymethyl-1H-tetrazol-5-yl)thiomethyl-3-cephem-4-carboxylic acid). Reaction SMILES: P(Cl)(Cl)([Cl:3])=O.[C:6]([O:25][N:26]=[C:27]([C:31]1[N:32]=[C:33]([NH:36][C:37]([C:50]2[CH:55]=[CH:54][CH:53]=[CH:52][CH:51]=2)([C:44]2[CH:49]=[CH:48][CH:47]=[CH:46][CH:45]=2)[C:38]2[CH:43]=[CH:42][CH:41]=[CH:40][CH:39]=2)[S:34][CH:35]=1)[C:28]([OH:30])=O)([C:19]1[CH:24]=[CH:23][CH:22]=[CH:21][CH:20]=1)([C:13]1[CH:18]=[CH:17][CH:16]=[CH:15][CH:14]=1)[C:7]1[CH:12]=[CH:11][CH:10]=[CH:9][CH:8]=1.[NH2:56][CH:57]1[C:78](=[O:79])[N:59]2[C:60]([C:75]([OH:77])=[O:76])=[C:61]([CH2:64][S:65][C:66]3[N:70]([CH2:71][C:72]([OH:74])=[O:73])[N:69]=[N:68][N:67]=3)[CH2:62][S:63][C@H:58]12.C[Si](CC(N)=O)(C)C.C[Si](C([Si](C)(C)C)C(N)=O)(C)C>O.C(OCC)(=O)C.C(Cl)Cl.CN(C)C=O>[CH3:58][N+:59]([CH3:78])=[CH:60][Cl:3].[Cl-:3].[C:6]([O:25][N:26]=[C:27]([C:31]1[N:32]=[C:33]([NH:36][C:37]([C:50]2[CH:55]=[CH:54][CH:53]=[CH:52][CH:51]=2)([C:38]2[CH:39]=[CH:40][CH:41]=[CH:42][CH:43]=2)[C:44]2[CH:45]=[CH:46][CH:47]=[CH:48][CH:49]=2)[S:34][CH:35]=1)[C:28]([NH:56][CH:57]1[C:78](=[O:79])[N:59]2[C:60]([C:75]([OH:77])=[O:76])=[C:61]([CH2:64][S:65][C:66]3[N:70]([CH2:71][C:72]([OH:74])=[O:73])[N:69]=[N:68][N:67]=3)[CH2:62][S:63][C@H:58]12)=[O:30])([C:13]1[CH:14]=[CH:15][CH:16]=[CH:17][CH:18]=1)([C:7]1[CH:12]=[CH:11][CH:10]=[CH:9][CH:8]=1)[C:19]1[CH:24]=[CH:23][CH:22]=[CH:21][CH:20]=1 |f:9.10|. Reported procedure: The Vilsmeier reagent was prepared from dry dimethylformamide (0.26 ml), phosphorus oxychloride (0.31 ml) and dry ethyl acetate (1 ml) according to a conventional method. Dry methylene chloride (40 ml) and 2-trityloxyimino-2-(2-tritylamino-1,3-thiazol-4-yl)acetic acid (syn isomer) (2.1 g) were added thereto at -3° C., and the resulting mixture was stirred for 30 minuts at the same temperature. The resulting solution was added at -10° C. to a suspension, which was prepared by stirring and warming... The reactants are C(#N)C=1SC2=C(N1)C=CC1=CC(=CC=C12)NC(OC(C)(C)C)=O (tert-butyl (2-cyanonaphtho[2,1-d]thiazol-7-yl)carbamate), C1(=CC=CC=C1)SC (thioanisole), FC(C(=O)O)(F)F (trifluoroacetic acid). The solvent is C(Cl)Cl (DCM). Conditions: time 1 hour. Yields the product NC=1C=C2C=CC=3N=C(SC3C2=CC1)C#N (7-aminonaphtho[2,1-d]thiazole-2-carbonitrile). Isolated yield 94.8%. RXN SMILES: [C:1]([C:3]1[S:4][C:5]2[C:15]3[C:10](=[CH:11][C:12]([NH:16]C(=O)OC(C)(C)C)=[CH:13][CH:14]=3)[CH:9]=[CH:8][C:6]=2[N:7]=1)#[N:2].C1(SC)C=CC=CC=1.FC(F)(F)C(O)=O>C(Cl)Cl>[NH2:16][C:12]1[CH:11]=[C:10]2[C:15](=[CH:14][CH:13]=1)[C:5]1[S:4][C:3]([C:1]#[N:2])=[N:7][C:6]=1[CH:8]=[CH:9]2. Procedure details: To a stirred solution of tert-butyl (2-cyanonaphtho[2,1-d]thiazol-7-yl)carbamate (72 mg, 0.22 mmol) and thioanisole (0.5 mL) in 2 mL of DCM in an ice bath, 2 mL of trifluoroacetic acid was added. After 1 h, the reaction was concentrated under reduced pressure, and the product (47 mg, 94%) was isolated by silica gel chromatography eluting with 0→75% EtOAc in heptanes. 1H NMR (CD2Cl2) d 8.01 (d, 1H); 7.90 (dt, 1H); 7.76 (d, 1H); 7.09-7.16 (m, 2H). The reactants are O=C(Br)CBr, CN(C)c1ccncc1, ClCCl, N#CC1CCCN1, c1ccncc1. The product is N#CC1CCCN1C(=O)CBr. Reaction SMILES: [Br:1][CH2:2][C:3](=[O:4])[Br:5].[CH3:22][N:23]([c:24]1[cH:25][cH:26][n:27][cH:28][cH:29]1)[CH3:30].[Cl:19][CH2:20][Cl:21].[NH:6]1[CH:7]([C:11]#[N:12])[CH2:8][CH2:9][CH2:10]1.[cH:13]1[cH:14][cH:15][n:16][cH:17][cH:18]1>>[Br:1][CH2:2][C:3](=[O:4])[N:6]1[CH:7]([C:11]#[N:12])[CH2:8][CH2:9][CH2:10]1. The reactants are [N+](=O)([O-])C1=C(C(=O)OC)C=CC=C1CP(=O)(OCC)OCC (Methyl 2-nitro-3-(diethylphosphonomethyl)benzoate), [OH-].[Na+] (sodium hydroxide). Run in C(C)O (ethanol). Run at time 48 hour. Product: [N+](=O)([O-])C1=C(C(=O)O)C=CC=C1CP(=O)(OCC)OCC (2-Nitro-3-(diethylphosphonomethyl)benzoic acid). Reaction SMILES: [N+:1]([C:4]1[C:13]([CH2:14][P:15]([O:20][CH2:21][CH3:22])([O:17][CH2:18][CH3:19])=[O:16])=[CH:12][CH:11]=[CH:10][C:5]=1[C:6]([O:8]C)=[O:7])([O-:3])=[O:2].[OH-].[Na+]>C(O)C>[N+:1]([C:4]1[C:13]([CH2:14][P:15]([O:20][CH2:21][CH3:22])([O:17][CH2:18][CH3:19])=[O:16])=[CH:12][CH:11]=[CH:10][C:5]=1[C:6]([OH:8])=[O:7])([O-:3])=[O:2] |f:1.2|. Reported procedure: Methyl 2-nitro-3-(diethylphosphonomethyl)benzoate (7.3 gm) was dissolved in absolute ethanol (44 mL) containing sodium hydroxide (0.89 gm) and allowed to stir at room temperature for 48 hours. The solvent was removed on a rotory evaporator and the residue dissolved in water (150 mL) and extracted with ethyl acetate (100 mL). The aqueous layer was acidified with 1N HCl and the turbid solution extracted with 3×chloroform (75 mL). The chloroform layers were combined, dried (MgSO4) and concentrated ...